From a dataset of the Open Reaction Database (ORD), a public repository of structured organic reaction records. describe an organic reaction: reactants, conditions, products, and yield Reactants: O=CC1CCN(c2ccc(CN3CCCC3)cc2)CC1, Nc1ccccn1. Product: c1ccc(NCC2CCN(c3ccc(CN4CCCC4)cc3)CC2)nc1. Reaction SMILES: [N:1]1([CH2:6][c:7]2[cH:8][cH:9][c:10]([N:13]3[CH2:14][CH2:15][CH:16]([CH:19]=[O:20])[CH2:17][CH2:18]3)[cH:11][cH:12]2)[CH2:2][CH2:3][CH2:4][CH2:5]1.[NH2:21][c:22]1[n:23][cH:24][cH:25][cH:26][cH:27]1>>[N:1]1([CH2:6][c:7]2[cH:8][cH:9][c:10]([N:13]3[CH2:14][CH2:15][CH:16]([CH2:19][NH:21][c:22]4[n:23][cH:24][cH:25][cH:26][cH:27]4)[CH2:17][CH2:18]3)[cH:11][cH:12]2)[CH2:2][CH2:3][CH2:4][CH2:5]1.